Dataset: the Open Reaction Database (ORD), a public repository of structured organic reaction records. Task: describe an organic reaction: reactants, conditions, products, and yield Reactants: CCCCCCC(=O)OCCl, O=C([O-])[O-], CC(C)=O, [I-], [K+], [K+], [Na+], O=c1[nH]c(=O)n(C2CC(O)C(CO)O2)cc1F. The product is CCCCCCC(=O)OCn1c(=O)c(F)cn(C2CC(O)C(CO)O2)c1=O. RXN SMILES: [C:20]([CH2:21][CH2:22][CH2:23][CH2:24][CH2:25][CH3:26])(=[O:27])[O:28][CH2:29][Cl:30].[C:31](=[O:32])([O-:33])[O-:34].[CH3:37][C:38](=[O:39])[CH3:40].[I-:19].[K+:35].[K+:36].[Na+:18].[OH:1][CH2:2][CH:3]1[O:4][CH:5]([n:9]2[cH:10][c:11]([F:12])[c:13](=[O:14])[nH:15][c:16]2=[O:17])[CH2:6][CH:7]1[OH:8]>>[OH:1][CH2:2][CH:3]1[O:4][CH:5]([n:9]2[cH:10][c:11]([F:12])[c:13](=[O:14])[n:15]([CH2:29][O:28][C:20]([CH2:21][CH2:22][CH2:23][CH2:24][CH2:25][CH3:26])=[O:27])[c:16]2=[O:17])[CH2:6][CH:7]1[OH:8]. The reactants are Cl (HCl), O1CCOCC1 (dioxane), CC1=CC=CC(=N1)OC=1C=C(C=C2CCN(CC2)C(=O)OC(C)(C)C)C=CC1 (tert-Butyl 4-(3-(6-methylpyridin-2-yloxy)benzylidene)piperidine-1-carboxylate). Solvent: C(Cl)Cl (CH2Cl2). Yields the product Cl.CC1=NC(=CC=C1)OC1=CC(=CC=C1)C=C1CCNCC1 (2-Methyl-6-(3-(piperidin-4-ylidenemethyl)phenoxy)pyridine hydrochloride). Reaction SMILES: [CH3:1][C:2]1[N:7]=[C:6]([O:8][C:9]2[CH:10]=[C:11]([CH:26]=[CH:27][CH:28]=2)[CH:12]=[C:13]2[CH2:18][CH2:17][N:16](C(OC(C)(C)C)=O)[CH2:15][CH2:14]2)[CH:5]=[CH:4][CH:3]=1.[ClH:29].O1CCOCC1>C(Cl)Cl>[ClH:29].[CH3:1][C:2]1[CH:3]=[CH:4][CH:5]=[C:6]([O:8][C:9]2[CH:28]=[CH:27][CH:26]=[C:11]([CH:12]=[C:13]3[CH2:18][CH2:17][NH:16][CH2:15][CH2:14]3)[CH:10]=2)[N:7]=1 |f:4.5|. Reported procedure: tert-Butyl 4-(3-(6-methylpyridin-2-yloxy)benzylidene)piperidine-1-carboxylate (4.3 g, 11 mmol) from Step 4 was dissolved in CH2Cl2 (50 mL) and treated with HCl in dioxane (20 mL, 4.0 M, 80 mmol). After 16 h the reaction was concentrated in vacuo to provide the title compound as a white solid (4.0 g). RXN SMILES: [Br:15][c:16]1[cH:17][cH:18][c:19]([O:22][CH2:23][CH2:24][CH2:25][CH2:26][CH2:27][CH2:28][Br:29])[cH:20][cH:21]1.[CH3:1][c:2]1[n:3][c:4]([N:7]2[C:8](=[O:12])[NH:9][CH2:10][CH2:11]2)[s:5][cH:6]1.[CH3:30][N:31]([CH3:32])[CH:33]=[O:34].[H-:14].[Na+:13]>>[CH3:1][c:2]1[n:3][c:4]([N:7]2[C:8](=[O:12])[N:9]([CH2:28][CH2:27][CH2:26][CH2:25][CH2:24][CH2:23][O:22][c:19]3[cH:18][cH:17][c:16]([Br:15])[cH:21][cH:20]3)[CH2:10][CH2:11]2)[s:5][cH:6]1. Product: Cc1csc(N2CCN(CCCCCCOc3ccc(Br)cc3)C2=O)n1. Reactants: BrCCCCCCOc1ccc(Br)cc1, Cc1csc(N2CCNC2=O)n1, CN(C)C=O, [H-], [Na+]. The reactants are C(C)(=O)OCBr (bromomethyl acetate), C(C)(=O)OCBr (bromomethyl acetate), NC=1SC=C(N1)/C(/C(=O)NC1[C@@H]2N(C(=C(CS2)\C=C/CC)C(=O)O)C1=O)=N/OC (7-[(Z)-2-(2-aminothiazol-4-yl)-2-methoxyiminoacetamido]-3-[(Z)-1-butenyl]-3-cephem-4-carboxylic acid), C(=O)([O-])[O-].[K+].[K+] (K2CO3). Run in C(C)(=O)OCC (ethyl acetate), CN(C)C=O (DMF), CN(C)C=O (DMF), CN(C)C=O (DMF). Conditions: temperature 0 celsius, time 15 minute. Product: NC=1SC=C(N1)/C(/C(=O)NC1[C@@H]2N(C(=C(CS2)\C=C/CC)C(=O)OCOC(C)=O)C1=O)=N/OC (Acetoxymethyl 7-[(Z)-2-(2-aminothiazol-4-yl)-2-methoxyiminoacetamido]-3-[(Z)-1-butenyl]-3-cephem-4-carboxylate). Yield: 27.5%. Reaction SMILES: [NH2:1][C:2]1[S:3][CH:4]=[C:5](/[C:7](=[N:27]/[O:28][CH3:29])/[C:8]([NH:10][CH:11]2[C:25](=[O:26])[N:13]3[C:14]([C:22]([OH:24])=[O:23])=[C:15](/[CH:18]=[CH:19]\[CH2:20][CH3:21])[CH2:16][S:17][C@H:12]23)=[O:9])[N:6]=1.C([O-])([O-])=O.[K+].[K+].[C:36]([O:39][CH2:40]Br)(=[O:38])[CH3:37]>CN(C=O)C.C(OCC)(=O)C>[NH2:1][C:2]1[S:3][CH:4]=[C:5](/[C:7](=[N:27]/[O:28][CH3:29])/[C:8]([NH:10][CH:11]2[C:25](=[O:26])[N:13]3[C:14]([C:22]([O:24][CH2:40][O:39][C:36](=[O:38])[CH3:37])=[O:23])=[C:15](/[CH:18]=[CH:19]\[CH2:20][CH3:21])[CH2:16][S:17][C@H:12]23)=[O:9])[N:6]=1 |f:1.2.3|. Procedure details: To a mixture of 7-[(Z)-2-(2-aminothiazol-4-yl)-2-methoxyiminoacetamido]-3-[(Z)-1-butenyl]-3-cephem-4-carboxylic acid (300 mg, 0.69 m mole) and K2CO3 (95 mg, 0.69 m mole) in dry DMF (3 ml) was added dropwise at 0° C. a solution of bromomethyl acetate (105 mg, 0.69 m mole) in dry DMF (0.25 ml) and the mixture was stirred at 0° C. for 15 minutes. To the mixture was added again a solution of bromomethyl acetate (105 mg, 0.69 m mole) in dry DMF (0.25 ml). The reaction mixture was stirred for another ... Starting materials: C(C1=CC=CC=C1)OC(=O)N1[C@H](C(=O)N2CCCC2)C[C@H](C1)O (N-(N-benzyloxycarbonyl-trans-4-hydroxy-L-prolyl)pyrrolidine), COC1=CC=C(C=C1)O (4-methoxyphenol). Product: C(C1=CC=CC=C1)OC(=O)N1[C@H](C(=O)N2CCCC2)C[C@@H](C1)OC1=CC=C(C=C1)OC (N-[N-benzyloxycarbonyl-cis-4-(4-methoxyphenoxy)-L-prolyl]pyrrolidine). Reaction SMILES: [CH2:1]([O:8][C:9]([N:11]1[CH2:22][C@H:21]([OH:23])[CH2:20][C@H:12]1[C:13]([N:15]1[CH2:19][CH2:18][CH2:17][CH2:16]1)=[O:14])=[O:10])[C:2]1[CH:7]=[CH:6][CH:5]=[CH:4][CH:3]=1.[CH3:24][O:25][C:26]1[CH:31]=[CH:30][C:29](O)=[CH:28][CH:27]=1>>[CH2:1]([O:8][C:9]([N:11]1[CH2:22][C@@H:21]([O:23][C:29]2[CH:30]=[CH:31][C:26]([O:25][CH3:24])=[CH:27][CH:28]=2)[CH2:20][C@H:12]1[C:13]([N:15]1[CH2:19][CH2:18][CH2:17][CH2:16]1)=[O:14])=[O:10])[C:2]1[CH:3]=[CH:4][CH:5]=[CH:6][CH:7]=1. Procedure details: By repeating the process of Example 2(a) above but using N-(N-benzyloxycarbonyl-trans-4-hydroxy-L-prolyl)pyrrolidine in place of N-[N-(4-phenylbutanoyl)-trans-4-hydroxy-L-prolyl]pyrrolidine and 4-methoxyphenol in place of phenol, N-[N-benzyloxycarbonyl-cis-4-(4-methoxyphenoxy)-L-prolyl]pyrrolidine (SUAM 14491) was obtained.